This data is from the Open Reaction Database (ORD), a public repository of structured organic reaction records. The task is: describe an organic reaction: reactants, conditions, products, and yield Starting materials: C(C)OC(=O)C=1C=NN(C1)C1=NC2=CC=C(C=C2C(N1COCC[Si](C)(C)C)=O)I (1-[6-iodo-4-oxo-3-(2-trimethylsilanyl-ethoxymethyl)-3,4-dihydro-quinazolin-2-yl]-1H-pyrazole-4-carboxylic acid ethyl ester), product, N1C=CC2=CC=C(C=C12)B(O)O (indole-6-boronic acid). The product is N1C=CC2=CC=C(C=C12)C=1C=C2C(NC(=NC2=CC1)N1N=CC(=C1)C(=O)O)=O (1-[6-(1H-Indol-6-yl)-4-oxo-3,4-dihydro-quinazolin-2-yl]-1H-pyrazole-4-carboxylic acid). As a reaction SMILES: C([O:3][C:4]([C:6]1[CH:7]=[N:8][N:9]([C:11]2[N:20](COCC[Si](C)(C)C)[C:19](=[O:29])[C:18]3[C:13](=[CH:14][CH:15]=[C:16](I)[CH:17]=3)[N:12]=2)[CH:10]=1)=[O:5])C.[NH:31]1[C:39]2[C:34](=[CH:35][CH:36]=[C:37](B(O)O)[CH:38]=2)[CH:33]=[CH:32]1>>[NH:31]1[C:39]2[C:34](=[CH:35][CH:36]=[C:37]([C:16]3[CH:17]=[C:18]4[C:13](=[CH:14][CH:15]=3)[N:12]=[C:11]([N:9]3[CH:10]=[C:6]([C:4]([OH:3])=[O:5])[CH:7]=[N:8]3)[NH:20][C:19]4=[O:29])[CH:38]=2)[CH:33]=[CH:32]1. Procedure: The titled compound was prepared in a manner analogous to Example 69, steps C-E, using 1-[6-iodo-4-oxo-3-(2-trimethylsilanyl-ethoxymethyl)-3,4-dihydro-quinazolin-2-yl]-1H-pyrazole-4-carboxylic acid ethyl ester (Example 69 product from step B) and indole-6-boronic acid in step C. MS (ESI): mass calcd. for C20H13N5O3, 371.1; m/z found, 372.1 [M+H]+. 1H NMR (600 MHz, DMSO-d6): 13.01 (s, 1H), 12.86 (s, 1H), 11.23 (s, 1H), 8.99 (s, 1H), 8.37 (s, 1H), 8.27 (s, 1H), 8.20 (s, 1H), 7.77 (s, 2H), 7.67 (d,... Starting materials: Cc1ccccc1, O=C(O)C1CCC(C(=O)O)CC1, O=S(Cl)Cl. Yields the product O=C(O)C1CCC(C(=O)O)CC1, [Cl-]. Reaction SMILES: [CH3:17][c:18]1[cH:19][cH:20][cH:21][cH:22][cH:23]1.[CH:1]1([C:10](=[O:11])[OH:12])[CH2:2][CH2:3][CH:4]([C:7](=[O:8])[OH:9])[CH2:5][CH2:6]1.[S:13]([Cl:14])([Cl:15])=[O:16]>>[CH:1]1([C:10](=[O:11])[OH:12])[CH2:2][CH2:3][CH:4]([C:7](=[O:8])[OH:9])[CH2:5][CH2:6]1.[Cl-:15].